This data is from the Open Reaction Database (ORD), a public repository of structured organic reaction records. The task is: describe an organic reaction: reactants, conditions, products, and yield Reactants: C(C)(=O)[O-].[Na+] (sodium acetate), Cl[O-].[Na+] (sodium hypochloride), ClCl (chlorine), C(C=C)C1=C(C=NO)C(=CC=C1)Cl (2-allyl-6-chlorobenzaldehyde oxime). Run in C(Cl)Cl (methylene chloride). Conditions: time 2 hour. The product is ClC=1C=CC=C2CC3C(=NOC3)C12 (8-Chloro-3a,4-dihydro-3H-indeno[1,2-c]isoxazol). RXN SMILES: Cl[O-].[Na+].ClCl.[CH2:6]([C:9]1[CH:17]=[CH:16][CH:15]=[C:14]([Cl:18])[C:10]=1[CH:11]=[N:12][OH:13])[CH:7]=[CH2:8].C([O-])(=O)C.[Na+]>C(Cl)Cl>[Cl:18][C:14]1[CH:15]=[CH:16][CH:17]=[C:9]2[C:10]=1[C:11]1=[N:12][O:13][CH2:8][CH:7]1[CH2:6]2 |f:0.1,4.5|. Reported procedure: At room temperature, 37.0 ml of a sodium hypochloride [sic] solution (12.5% of active chlorine) were added dropwise to a solution of 8.4 g (42.9 mmol) of 2-allyl-6-chlorobenzaldehyde oxime in 100 ml of methylene chloride, and a spatula tip of sodium acetate was added. The mixture was stirred at room temperature for 2 hours, the organic phase was separated off, the aqueous phase was extracted with methylene chloride and the combined organic phases were washed with saturated ammonium chloride solu... The reactants are CCCCCC, ClCCl, O=S(=O)(Cl)Cl, CC(C)c1cccc2c1C(=O)N(CSc1ccccc1)S2(=O)=O. The product is CC(C)c1cccc2c1C(=O)N(CCl)S2(=O)=O. Reaction SMILES: [CH3:32][CH2:33][CH2:34][CH2:35][CH2:36][CH3:37].[Cl:29][CH2:30][Cl:31].[S:24]([Cl:25])(=[O:26])([Cl:27])=[O:28].[c:1]1([S:2][CH2:8][N:9]2[S:10](=[O:11])(=[O:12])[c:13]3[cH:14][cH:15][cH:16][c:17]([CH:21]([CH3:22])[CH3:23])[c:18]3[C:19]2=[O:20])[cH:3][cH:4][cH:5][cH:6][cH:7]1>>[CH2:8]([N:9]1[S:10](=[O:11])(=[O:12])[c:13]2[cH:14][cH:15][cH:16][c:17]([CH:21]([CH3:22])[CH3:23])[c:18]2[C:19]1=[O:20])[Cl:27]. Starting materials: [BH4-], COC(=O)C(=C1CN(C(c2ccc(Cl)cc2)c2ccc(Cl)cc2)C1)c1cc(F)cc(F)c1, CO, ClCCl, [Na+]. Product: COC(=O)C(c1cc(F)cc(F)c1)C1CN(C(c2ccc(Cl)cc2)c2ccc(Cl)cc2)C1. As a reaction SMILES: [BH4-:33].[CH3:1][O:2][C:3]([C:4]([c:5]1[cH:6][c:7]([F:12])[cH:8][c:9]([F:11])[cH:10]1)=[C:13]1[CH2:14][N:15]([CH:17]([c:18]2[cH:19][cH:20][c:21]([Cl:24])[cH:22][cH:23]2)[c:25]2[cH:26][cH:27][c:28]([Cl:31])[cH:29][cH:30]2)[CH2:16]1)=[O:32].[CH3:35][OH:36].[Cl:37][CH2:38][Cl:39].[Na+:34]>>[CH3:1][O:2][C:3]([CH:4]([c:5]1[cH:6][c:7]([F:12])[cH:8][c:9]([F:11])[cH:10]1)[CH:13]1[CH2:14][N:15]([CH:17]([c:18]2[cH:19][cH:20][c:21]([Cl:24])[cH:22][cH:23]2)[c:25]2[cH:26][cH:27][c:28]([Cl:31])[cH:29][cH:30]2)[CH2:16]1)=[O:32]. The reactants are reagents, ClC1=CC=2C3=C(NC2C=C1)CCN(CC3)C (9-chloro-3-methyl-1,2,3,4,5,6-hexahydroazepino[4,5-b]indole), BrC=C(C)C1=CC(=CC=C1)F (1-(1-bromoprop-1-en-2-yl)-3-fluorobenzene), N1[C@H](C(=O)O)CCC1 (L-proline), [O-]P(=O)([O-])[O-].[K+].[K+].[K+] (potassium phosphate tribasic). Reagents/catalysts: [Cu]I (CuI). The solvent is CN(C)C=O (DMF). The product is ClC1=CC=2C3=C(N(C2C=C1)\C=C(\C)/C1=CC(=CC=C1)F)CCN(CC3)C ((Z)-9-chloro-6-(2-(3-fluorophenyl)prop-1-enyl)-3-methyl-1,2,3,4,5,6-hexahydroazepino[4,5-b]indole). As a reaction SMILES: [Cl:1][C:2]1[CH:10]=[CH:9][C:8]2[NH:7][C:6]3[CH2:11][CH2:12][N:13]([CH3:16])[CH2:14][CH2:15][C:5]=3[C:4]=2[CH:3]=1.Br[CH:18]=[C:19]([C:21]1[CH:26]=[CH:25][CH:24]=[C:23]([F:27])[CH:22]=1)[CH3:20].N1CCC[C@H]1C(O)=O.[O-]P([O-])([O-])=O.[K+].[K+].[K+]>CN(C=O)C.[Cu]I>[Cl:1][C:2]1[CH:10]=[CH:9][C:8]2[N:7](/[CH:18]=[C:19](\[C:21]3[CH:26]=[CH:25][CH:24]=[C:23]([F:27])[CH:22]=3)/[CH3:20])[C:6]3[CH2:11][CH2:12][N:13]([CH3:16])[CH2:14][CH2:15][C:5]=3[C:4]=2[CH:3]=1 |f:3.4.5.6|. Procedure details: A mixture of 9-chloro-3-methyl-1,2,3,4,5,6-hexahydroazepino[4,5-b]indole (234 mg, 1 mmol), 1-(1-bromoprop-1-en-2-yl)-3-fluorobenzene (258 mg, 1.2 mmol), L-proline (23 mg, 0.2 mmol), CuI (19 mg, 0.1 mmol) and potassium phosphate tribasic (424 mg, 2 mmol) in DMF was stirred at RT and purged with nitrogen. The reaction mixture was heated at 85° C. overnight. An additional 1 eq. of reagents was added and the mixture heated for an additional 24 h. The DMF was evaporated and the residue was poured int... Starting materials: C1CCNC1, C=O, CCO, CC1CC(Cc2ccc(-c3ccccc3)cc2)NC1=O. Yields the product CC1CC(Cc2ccc(-c3ccccc3)cc2)N(CN2CCCC2)C1=O. As a reaction SMILES: [CH2:21]1[CH2:22][CH2:23][NH:24][CH2:25]1.[CH2:26]=[O:27].[CH3:28][CH2:29][OH:30].[c:1]1(-[c:15]2[cH:16][cH:17][cH:18][cH:19][cH:20]2)[cH:2][cH:3][c:4]([CH2:7][CH:8]2[CH2:9][CH:10]([CH3:14])[C:11](=[O:13])[NH:12]2)[cH:5][cH:6]1>>[c:1]1(-[c:15]2[cH:16][cH:17][cH:18][cH:19][cH:20]2)[cH:2][cH:3][c:4]([CH2:7][CH:8]2[CH2:9][CH:10]([CH3:14])[C:11](=[O:13])[N:12]2[CH2:26][N:24]2[CH2:23][CH2:22][CH2:21][CH2:25]2)[cH:5][cH:6]1.